Dataset: the Open Reaction Database (ORD), a public repository of structured organic reaction records. Task: describe an organic reaction: reactants, conditions, products, and yield Reactants: C=CCBr, CS(C)=O, [K+], [K+], O=C([O-])[O-], O, NS(=O)(=O)c1cc2ccc(O)cc2s1. The product is C=CCOc1ccc2cc(S(N)(=O)=O)sc2c1. As a reaction SMILES: [CH2:1]([CH:2]=[CH2:3])[Br:4].[CH3:25][S:26]([CH3:27])=[O:28].[K+:19].[K+:20].[O-:21][C:22]([O-:23])=[O:24].[OH2:29].[OH:5][c:6]1[cH:7][cH:8][c:9]2[c:10]([s:11][c:12]([S:14]([NH2:15])(=[O:16])=[O:17])[cH:13]2)[cH:18]1>>[CH2:1]([CH:2]=[CH2:3])[O:5][c:6]1[cH:7][cH:8][c:9]2[c:10]([s:11][c:12]([S:14]([NH2:15])(=[O:16])=[O:17])[cH:13]2)[cH:18]1. The reactants are O=C1CCC(C2=C1SC=C2)NC=O ((+)-N-(4,5,6,7-tetrahydro-7-oxobenzo[b]thien-4-yl)formamide), Cl (HCl). Run in C(C)O (ethanol). Product: Cl.O=C1CCC(C2=C1SC=C2)N ((+)-4,5,6,7-tetrahydro-7-oxobenzo[b]thiophen-4-amine hydrochloride). As a reaction SMILES: [O:1]=[C:2]1[C:7]2[S:8][CH:9]=[CH:10][C:6]=2[CH:5]([NH:11]C=O)[CH2:4][CH2:3]1.[ClH:14]>C(O)C>[ClH:14].[O:1]=[C:2]1[C:7]2[S:8][CH:9]=[CH:10][C:6]=2[CH:5]([NH2:11])[CH2:4][CH2:3]1 |f:3.4|. Reported procedure: A mixture of (+)-N-(4,5,6,7-tetrahydro-7-oxobenzo[b]thien-4-yl)formamide (52.65 grams) in 525 ml. of 95% ethanol and 525 ml. of 2N HCl is heated at reflux for 2 hours. The mixture is cooled, filtered through glass wool and the filtrate is evaporated to dryness. The dark solid is dissolved in 180 ml. of water and the insoluble material is collected by filtration. The filter cake is washed with 70 ml. of water and the combined solution containing the title compound is used in the next operation. A... Starting materials: ClCCl, CC(=O)Cl, [Cl-], [NH4+], OCc1ccccc1O, c1ccncc1. The product is CC(=O)OCc1ccccc1O. Reaction SMILES: [CH2:22]([Cl:23])[Cl:24].[CH3:16][C:17]([Cl:18])=[O:19].[Cl-:20].[NH4+:21].[OH:1][c:2]1[c:3]([CH2:4][OH:5])[cH:6][cH:7][cH:8][cH:9]1.[cH:10]1[cH:11][cH:12][n:13][cH:14][cH:15]1>>[OH:1][c:2]1[c:3]([CH2:4][O:5][C:17]([CH3:16])=[O:19])[cH:6][cH:7][cH:8][cH:9]1. Reactants: CO, [Na+], [OH-], O=C(N1CCCCC1Cc1nc2ccccc2s1)C(F)(F)F. Yields the product c1ccc2sc(CC3CCCCN3)nc2c1. RXN SMILES: [CH3:25][OH:26].[Na+:24].[OH-:23].[s:1]1[c:2]([CH2:10][CH:11]2[N:12]([C:17](=[O:18])[C:19]([F:20])([F:21])[F:22])[CH2:13][CH2:14][CH2:15][CH2:16]2)[n:3][c:4]2[c:5]1[cH:6][cH:7][cH:8][cH:9]2>>[s:1]1[c:2]([CH2:10][CH:11]2[NH:12][CH2:13][CH2:14][CH2:15][CH2:16]2)[n:3][c:4]2[c:5]1[cH:6][cH:7][cH:8][cH:9]2. The reactants are CCCCSc1ccc2c(c1)C=Cc1ccccc1N(C(C)=O)C2, ClCCl, O=C(OO)c1cccc(Cl)c1. The product is CCCCS(=O)c1ccc2c(c1)C=Cc1ccccc1N(C(C)=O)C2. Reaction SMILES: [C:1]([CH3:2])(=[O:3])[N:4]1[c:5]2[c:6]([cH:21][cH:22][cH:23][cH:24]2)[CH:7]=[CH:8][c:9]2[c:10]([cH:12][cH:13][c:14]([S:16][CH2:17][CH2:18][CH2:19][CH3:20])[cH:15]2)[CH2:11]1.[Cl:36][CH2:37][Cl:38].[OH:25][O:26][C:27]([c:28]1[cH:29][c:30]([Cl:31])[cH:32][cH:33][cH:34]1)=[O:35]>>[C:1]([CH3:2])(=[O:3])[N:4]1[c:5]2[c:6]([cH:21][cH:22][cH:23][cH:24]2)[CH:7]=[CH:8][c:9]2[c:10]([cH:12][cH:13][c:14]([S:16]([CH2:17][CH2:18][CH2:19][CH3:20])=[O:25])[cH:15]2)[CH2:11]1.